Dataset: the Open Reaction Database (ORD), a public repository of structured organic reaction records. Task: describe an organic reaction: reactants, conditions, products, and yield Starting materials: ClC1=NC2=CC=CC=C2C(=N1)NC1=CC(=CC=C1)OC ((2-chloro-quinazolin-4-yl)-(3-methoxy-phenyl)-amine), CI (methyl iodide), example 36. The product is ClC1=NC2=CC=CC=C2C(=N1)N(C)C1=CC(=CC=C1)OC ((2-Chloro-quinazolin-4-yl)-(3-methoxy-phenyl)-methyl-amine). RXN SMILES: [Cl:1][C:2]1[N:11]=[C:10]([NH:12][C:13]2[CH:18]=[CH:17][CH:16]=[C:15]([O:19][CH3:20])[CH:14]=2)[C:9]2[C:4](=[CH:5][CH:6]=[CH:7][CH:8]=2)[N:3]=1.[CH3:21]I>>[Cl:1][C:2]1[N:11]=[C:10]([N:12]([C:13]2[CH:18]=[CH:17][CH:16]=[C:15]([O:19][CH3:20])[CH:14]=2)[CH3:21])[C:9]2[C:4](=[CH:5][CH:6]=[CH:7][CH:8]=2)[N:3]=1. Reported procedure: The title compound was prepared from (2-chloro-quinazolin-4-yl)-(3-methoxy-phenyl)-amine and methyl iodide by a procedure similar to example 36 (60% yield). 1H NMR (CDCl3): 7.74-7.76 (m, 1H), 7.57 (ddd, J=8.4, 6.0 and 1.8 Hz, 1H), 7.32 (t, J=7.8 Hz, 1H), 6.98-7.03 (m, 2H), 6.89 (dd, J=8.1 and 2.4 Hz, 1H), 6.75-6.81 (m, 2H), 3.65 (s, 3H), 3.37 (s, 3H).